Dataset: the Open Reaction Database (ORD), a public repository of structured organic reaction records. Task: describe an organic reaction: reactants, conditions, products, and yield Reactants: Oc1ccc(Br)cc1, CC(=O)[O-], ClCCl, OB(O)c1c(F)cccc1F, O. Yields the product Fc1cccc(F)c1Oc1ccc(Br)cc1. Reaction SMILES: [Br:1][c:2]1[cH:3][cH:4][c:5]([OH:8])[cH:6][cH:7]1.[CH3:20][C:21](=[O:22])[O-:23].[Cl:25][CH2:26][Cl:27].[F:9][c:10]1[c:11]([B:17]([OH:18])[OH:19])[c:12]([F:16])[cH:13][cH:14][cH:15]1.[O:24]>>[Br:1][c:2]1[cH:3][cH:4][c:5]([O:8][c:11]2[c:10]([F:9])[cH:15][cH:14][cH:13][c:12]2[F:16])[cH:6][cH:7]1. Reactants: N (ammonia), C=CC1=CC=CC=C1.C1(C=CC(N1)=O)=O (maleimide styrene), [OH-].C[N+](C)(C)C (tetramethyl ammonium hydroxide), C=CC1=CC=CC=C1 (styrene), C(O)C=1C(=O)NC(C1)=O (methylol maleimide). Solvent: CO (methanol), CN(C)C=O (DMF), O (water), C1(CCCCC1)=O (cyclohexanone). Conditions: time 3 hour. Yields the product C(O)C=1C(=O)NC(C1)=O.C=CC1=CC=CC=C1 (Styrene methylol maleimide). Reaction SMILES: [CH2:1]=[CH:2][C:3]1[CH:8]=[CH:7][CH:6]=[CH:5][CH:4]=1.[CH2:9]([C:11]1[C:12]([NH:14][C:15](=[O:17])[CH:16]=1)=[O:13])[OH:10].[OH-].C[N+](C)(C)C.N.C=CC1C=CC=CC=1.C1(=O)NC(=O)C=C1>C1(=O)CCCCC1.O.CN(C=O)C.CO>[CH2:9]([C:11]1[C:12]([NH:14][C:15](=[O:17])[CH:16]=1)=[O:13])[OH:10].[CH2:1]=[CH:2][C:3]1[CH:8]=[CH:7][CH:6]=[CH:5][CH:4]=1 |f:2.3,5.6,11.12|. Reported procedure: Styrene methylol maleimide copolymer was prepared by copolymerizing styrene (0.9 g) with methylol maleimide (1.0 g) in 10 ml cyclohexanone at 70° C. using azobisisobutylronitrile as an initiator for a period of 3 hours. The polymer was isolated by trituration of the solid, cooled reaction mixture with methanol. A sample of the polymer was examined by 1H/NMR (proton nuclear magnetic resonance) and found to have a spectrum consistent with the assigned composition. An IR spectrum of a film prepared... The reactants are C1CCNC1, CO, ClC(Cl)Cl, CC(NC(=O)C(C)NC(=O)Cc1cc(F)cc(F)c1)C(=O)O. Yields the product CC(NC(=O)Cc1cc(F)cc(F)c1)C(=O)NC(C)C(=O)N1CCCC1. RXN SMILES: [CH2:23]1[CH2:24][CH2:25][NH:26][CH2:27]1.[CH3:32][OH:33].[Cl:28][CH:29]([Cl:30])[Cl:31].[F:1][c:2]1[cH:3][c:4]([CH2:9][C:10](=[O:11])[NH:12][CH:13]([CH3:14])[C:15](=[O:16])[NH:17][CH:18]([CH3:19])[C:20](=[O:21])[OH:22])[cH:5][c:6]([F:8])[cH:7]1>>[F:1][c:2]1[cH:3][c:4]([CH2:9][C:10](=[O:11])[NH:12][CH:13]([CH3:14])[C:15](=[O:16])[NH:17][CH:18]([CH3:19])[C:20](=[O:22])[N:26]2[CH2:25][CH2:24][CH2:23][CH2:27]2)[cH:5][c:6]([F:8])[cH:7]1. The reactants are COc1ccc2cc(Br)ccc2c1, [Li]CCCC, CSSC, [Na+], C1CCOC1, [OH-]. Product: COc1ccc2cc(SC)ccc2c1. As a reaction SMILES: [Br:1][c:2]1[cH:3][c:4]2[cH:5][cH:6][c:7]([O:12][CH3:13])[cH:8][c:9]2[cH:10][cH:11]1.[CH2:14]([Li:15])[CH2:16][CH2:17][CH3:18].[CH3:19][S:20][S:21][CH3:22].[Na+:24].[O:25]1[CH2:26][CH2:27][CH2:28][CH2:29]1.[OH-:23]>>[c:2]1([S:20][CH3:19])[cH:3][c:4]2[cH:5][cH:6][c:7]([O:12][CH3:13])[cH:8][c:9]2[cH:10][cH:11]1. Starting materials: CN(C)C=O, Cc1ccccc1, Fc1ccc(CCl)c(F)c1-c1ccccc1, ON=C(c1ccc(Cl)cc1)C1CC1, [H-], [Na+]. Yields the product Fc1ccc(CON=C(c2ccc(Cl)cc2)C2CC2)c(F)c1-c1ccccc1. Reaction SMILES: [CH3:32][N:33]([CH3:34])[CH:35]=[O:36].[CH3:37][c:38]1[cH:39][cH:40][cH:41][cH:42][cH:43]1.[Cl:16][CH2:17][c:18]1[c:19]([F:31])[c:20](-[c:25]2[cH:26][cH:27][cH:28][cH:29][cH:30]2)[c:21]([F:24])[cH:22][cH:23]1.[Cl:1][c:2]1[cH:3][cH:4][c:5]([C:8](=[N:9][OH:10])[CH:11]2[CH2:12][CH2:13]2)[cH:6][cH:7]1.[H-:14].[Na+:15]>>[Cl:1][c:2]1[cH:3][cH:4][c:5]([C:8](=[N:9][O:10][CH2:17][c:18]2[c:19]([F:31])[c:20](-[c:25]3[cH:26][cH:27][cH:28][cH:29][cH:30]3)[c:21]([F:24])[cH:22][cH:23]2)[CH:11]2[CH2:12][CH2:13]2)[cH:6][cH:7]1. The reactants are CC(=O)NC(C)CNS(=O)(=O)c1cccc2cnccc12, Cl. The product is CC(N)CNS(=O)(=O)c1cccc2cnccc12. Reaction SMILES: [C:1](=[O:2])([CH3:3])[NH:4][CH:5]([CH2:6][NH:7][S:8](=[O:9])(=[O:10])[c:11]1[c:12]2[cH:13][cH:14][n:15][cH:16][c:17]2[cH:18][cH:19][cH:20]1)[CH3:21].[ClH:22]>>[NH2:4][CH:5]([CH2:6][NH:7][S:8](=[O:9])(=[O:10])[c:11]1[c:12]2[cH:13][cH:14][n:15][cH:16][c:17]2[cH:18][cH:19][cH:20]1)[CH3:21].